The task is: describe an organic reaction: reactants, conditions, products, and yield. This data is from the Open Reaction Database (ORD), a public repository of structured organic reaction records. Starting materials: C(C(=O)O)(=O)O.CN(C)CC1=CC=C(O1)CS (5-[(dimethylamino)methyl]-2-furanmethane-thiol oxalate), ClCCNC(=C[N+](=O)[O-])NC (N-(2-chloroethyl)-N'-methyl-2-nitro-1,1-ethenediamine), [OH-].[K+] (potassium hydroxide). Solvent: O (water), O (water). Conditions: time 2.5 hour. Yields the product CN(C)CC1=CC=C(O1)CSCCNC(=C[N+](=O)[O-])NC (N-[2-[[5-[(Dimethylamino)methyl]-2-furanylmethyl]thio]ethyl]-N'-methyl-2-nitro-1,1-ethenediamine). Isolated yield 45.7%. As a reaction SMILES: C(O)(=O)C(O)=O.[CH3:7][N:8]([CH2:10][C:11]1[O:15][C:14]([CH2:16][SH:17])=[CH:13][CH:12]=1)[CH3:9].Cl[CH2:19][CH2:20][NH:21][C:22]([NH:27][CH3:28])=[CH:23][N+:24]([O-:26])=[O:25].[OH-].[K+]>O>[CH3:9][N:8]([CH2:10][C:11]1[O:15][C:14]([CH2:16][S:17][CH2:19][CH2:20][NH:21][C:22]([NH:27][CH3:28])=[CH:23][N+:24]([O-:26])=[O:25])=[CH:13][CH:12]=1)[CH3:7] |f:0.1,3.4|. Procedure details: To a stirred mixture of 5-[(dimethylamino)methyl]-2-furanmethane-thiol oxalate (1:1) (1.31 g) and N-(2-chloroethyl)-N'-methyl-2-nitro-1,1-ethenediamine (1.08 g) in water (20 ml) at 45° under an atmosphere of nitrogen was added a solution of potassium hydroxide (1.04 g) in water (3 ml). The solution was stirred at 45° for 2.5 hr. and at room temperature for 15 hr. The solution was then evaporated in vacuo, the residue dissolved in water and a stream of air passed into the mixture for 15 mins. The... The yield is 57.5%. The reactants are C[C@H]1CNS(C1)(=O)=O ((S)-4-methylisothiazolidine 1,1-dioxide), BrC1=CC(=C(C=C1)C(=O)N1CCN(CC1)C1=NC=C(C=C1C1CC1)C(F)(F)F)F ((4-bromo-2-fluorophenyl)[4-(3-cyclopropyl-5-trifluoromethylpyridin-2-yl)piperazin-1-yl]methanone). The product is C1(CC1)C=1C(=NC=C(C1)C(F)(F)F)N1CCN(CC1)C(=O)C1=C(C=C(C=C1)N1S(C[C@H](C1)C)(=O)=O)F ((S)-[4-(3-cyclopropyl-5-trifluoromethylpyridin-2-yl)piperazin-1-yl][2-fluoro-4-(4-methyl-1,1-dioxo-1λ6-isothiazolidin-2-yl)phenyl]methanone). Reported procedure: Using (S)-4-methylisothiazolidine 1,1-dioxide (110 mg) described in Preparation Example 4 and (4-bromo-2-fluorophenyl)[4-(3-cyclopropyl-5-trifluoromethylpyridin-2-yl)piperazin-1-yl]methanone (256 mg) described in Preparation Example 123 and by the reaction and treatment in the same manner as in Example 4, the title compound (164 mg) was obtained. As a reaction SMILES: [CH3:1][C@@H:2]1[CH2:6][S:5](=[O:8])(=[O:7])[NH:4][CH2:3]1.Br[C:10]1[CH:15]=[CH:14][C:13]([C:16]([N:18]2[CH2:23][CH2:22][N:21]([C:24]3[C:29]([CH:30]4[CH2:32][CH2:31]4)=[CH:28][C:27]([C:33]([F:36])([F:35])[F:34])=[CH:26][N:25]=3)[CH2:20][CH2:19]2)=[O:17])=[C:12]([F:37])[CH:11]=1>>[CH:30]1([C:29]2[C:24]([N:21]3[CH2:20][CH2:19][N:18]([C:16]([C:13]4[CH:14]=[CH:15][C:10]([N:4]5[CH2:3][C@H:2]([CH3:1])[CH2:6][S:5]5(=[O:8])=[O:7])=[CH:11][C:12]=4[F:37])=[O:17])[CH2:23][CH2:22]3)=[N:25][CH:26]=[C:27]([C:33]([F:35])([F:36])[F:34])[CH:28]=2)[CH2:32][CH2:31]1. RXN SMILES: [CH2:1]([O:8][C:9]1[CH:14]=[CH:13][C:12]([C:15]2[O:19][N:18]=[C:17]([OH:20])[CH:16]=2)=[CH:11][CH:10]=1)[C:2]1[CH:7]=[CH:6][CH:5]=[CH:4][CH:3]=1.[Cl-].[NH4+].[O:23]1[CH2:27]CC[CH2:24]1>C(N(CC)CC)C.COCCl>[CH2:1]([O:8][C:9]1[CH:14]=[CH:13][C:12]([C:15]2[O:19][N:18]=[C:17]([O:20][CH2:24][O:23][CH3:27])[CH:16]=2)=[CH:11][CH:10]=1)[C:2]1[CH:3]=[CH:4][CH:5]=[CH:6][CH:7]=1 |f:1.2|. Run at time 8 hour. Product: C(C1=CC=CC=C1)OC1=CC=C(C=C1)C1=CC(=NO1)OCOC (5-(4-(benzyloxy)phenyl)-3-(methoxymethoxy)isoxazole). Procedure details: To a solution of 5-(4-(benzyloxy)phenyl)isoxazol-3-ol (1.38 g) in tetrahydrofuran (30 ml), 2.15 ml of triethylamine and 0.51 ml of methoxymethyl chloride were added, and the reaction solution was stirred overnight at room temperature. A saturated aqueous ammonium chloride solution was added to the reaction solution, and the mixture was extracted with ethyl acetate. The combined organic layers were washed with a saturated saline solution and dried over anhydrous sodium sulfate. The solvent was di... Run in C(C)N(CC)CC (triethylamine), COCCl (methoxymethyl chloride). The reactants are C(C1=CC=CC=C1)OC1=CC=C(C=C1)C1=CC(=NO1)O (5-(4-(benzyloxy)phenyl)isoxazol-3-ol), O1CCCC1 (tetrahydrofuran), [Cl-].[NH4+] (ammonium chloride). Reactants: Cc1cc(S(C)(=O)=O)c(S(C)(=O)=O)cc1C(=O)O, CN(C)C=O, O=S(Cl)Cl. Product: Cc1cc(S(C)(=O)=O)c(S(C)(=O)=O)cc1C(=O)Cl. Reaction SMILES: [CH3:5][S:6](=[O:7])(=[O:8])[c:9]1[cH:10][c:11]([CH3:22])[c:12]([C:13](=[O:14])[OH:15])[cH:16][c:17]1[S:18](=[O:19])(=[O:20])[CH3:21].[O:23]=[CH:24][N:25]([CH3:26])[CH3:27].[S:1]([Cl:2])([Cl:3])=[O:4]>>[Cl:3][C:13]([c:12]1[c:11]([CH3:22])[cH:10][c:9]([S:6]([CH3:5])(=[O:7])=[O:8])[c:17]([S:18](=[O:19])(=[O:20])[CH3:21])[cH:16]1)=[O:14]. The product is C(C)OC(=O)N1CCN(CC1)C([C@H](CCC(=O)OC(C)(C)C)NC(=O)C1=NC(=NC(=C1)N1C=NC=C1)C1=CC=CC=C1)=O (4-{(S)-4-tert-butoxycarbonyl-2-[(6-imidazol-1-yl-2-phenyl-pyrimidine-4-carbonyl)-amino]-butyryl}-piperazine-1-carboxylic acid ethyl ester). Procedure details: Imidazole (3 mg) was added to a suspension of NaH (1.7 mg) in anhydrous THF (0.2 ml) at RT. After 30 min stirring at RT, 4-{(S)-4-tert-butoxycarbonyl-2-[(6-chloro-2-phenyl-pyrimidine-4-carbonyl)-amino]-butyryl}-piperazine-1-carboxylic acid ethyl ester (25 mg) dissolved in THF (0.2 ml) was added. The mixture was allowed to stir at RT overnight. Water was added and the resulting mixture was extracted with DCM. The org. phases were dried (Na2SO4) and evaporated off. Reaction conditions: time 30 minute. RXN SMILES: [NH:1]1[CH:5]=[CH:4][N:3]=[CH:2]1.[H-].[Na+].[CH2:8]([O:10][C:11]([N:13]1[CH2:18][CH2:17][N:16]([C:19](=[O:46])[C@@H:20]([NH:30][C:31]([C:33]2[CH:38]=[C:37](Cl)[N:36]=[C:35]([C:40]3[CH:45]=[CH:44][CH:43]=[CH:42][CH:41]=3)[N:34]=2)=[O:32])[CH2:21][CH2:22][C:23]([O:25][C:26]([CH3:29])([CH3:28])[CH3:27])=[O:24])[CH2:15][CH2:14]1)=[O:12])[CH3:9].O>C1COCC1>[CH2:8]([O:10][C:11]([N:13]1[CH2:18][CH2:17][N:16]([C:19](=[O:46])[C@@H:20]([NH:30][C:31]([C:33]2[CH:38]=[C:37]([N:1]3[CH:5]=[CH:4][N:3]=[CH:2]3)[N:36]=[C:35]([C:40]3[CH:41]=[CH:42][CH:43]=[CH:44][CH:45]=3)[N:34]=2)=[O:32])[CH2:21][CH2:22][C:23]([O:25][C:26]([CH3:29])([CH3:28])[CH3:27])=[O:24])[CH2:15][CH2:14]1)=[O:12])[CH3:9] |f:1.2|. Run in C1CCOC1 (THF), C1CCOC1 (THF). Reactants: C(C)OC(=O)N1CCN(CC1)C([C@H](CCC(=O)OC(C)(C)C)NC(=O)C1=NC(=NC(=C1)Cl)C1=CC=CC=C1)=O (4-{(S)-4-tert-butoxycarbonyl-2-[(6-chloro-2-phenyl-pyrimidine-4-carbonyl)-amino]-butyryl}-piperazine-1-carboxylic acid ethyl ester), O (Water), N1C=NC=C1 (Imidazole), [H-].[Na+] (NaH).